Task: describe an organic reaction: reactants, conditions, products, and yield. Dataset: the Open Reaction Database (ORD), a public repository of structured organic reaction records Reaction SMILES: [CH:1]([O:14][CH2:15][CH2:16][CH2:17][N:18]1[CH2:23][CH2:22][NH:21][CH2:20][CH2:19]1)([C:8]1[CH:13]=[CH:12][CH:11]=[CH:10][CH:9]=1)[C:2]1[CH:7]=[CH:6][CH:5]=[CH:4][CH:3]=1.COCCO[CH2:29][O:30][C:31]1[CH:32]=[C:33]([CH:44]=[CH:45][CH:46]=[CH:47][C:48](N2CCSC2=S)=[O:49])[CH:34]=[CH:35][C:36]=1[O:37][CH2:38]OCCOC>O1CCCC1>[CH3:29][O:30][CH2:31][CH2:29][O:30][C:31]1[CH:32]=[C:33]([CH:44]=[CH:45][CH:46]=[CH:47][C:48]([N:21]2[CH2:22][CH2:23][N:18]([CH2:17][CH2:16][CH2:15][O:14][CH:1]([C:2]3[CH:3]=[CH:4][CH:5]=[CH:6][CH:7]=3)[C:8]3[CH:13]=[CH:12][CH:11]=[CH:10][CH:9]=3)[CH2:19][CH2:20]2)=[O:49])[CH:34]=[CH:35][C:36]=1[O:37][CH2:38][CH2:36][O:37][CH3:38]. The product is COCCOC=1C=C(C=CC1OCCOC)C=CC=CC(=O)N1CCN(CC1)CCCOC(C1=CC=CC=C1)C1=CC=CC=C1 (N-[5-[3,4-di(β-methoxyethoxy)phenyl)-2,4-pentadienoyl]-N'-(3-benzhydroxypropyl)piperazine). Solvent: O1CCCC1 (tetrahydrofuran), O1CCCC1 (tetrahydrofuran). Starting materials: C(C1=CC=CC=C1)(C1=CC=CC=C1)OCCCN1CCNCC1 (N-(3-benzhydroxypropyl)piperazine), COCCOCOC=1C=C(C=CC1OCOCCOC)C=CC=CC(=O)N1C(SCC1)=S (N-[5-[3,4-di(β-methoxyethoxymethoxy)phenyl]2,4-pentadienoyl]thiazolidine-2-thione). Yield: 160.0%. Procedure details: To a solution of 650 mg (1.2 mmol) of N-(3-benzhydroxypropyl)piperazine in dry tetrahydrofuran (5 ml) was added a solution of 966 mg (2.0 mmol) of N-[5-[3,4-di(β-methoxyethoxymethoxy)phenyl]2,4-pentadienoyl]thiazolidine-2-thione in dry tetrahydrofuran (6 ml), and the mixture was reacted at room temperature for 14 hours. The reaction mixture was concentrated by evaporation under reduced pressure, diluted with chloroform and washed, in turn, with 2N aqueous solution of sodium hydroxide and water. ... Reactants: C(C)OC(=O)C1=C2CC3C(CCC4C=5C=CC(=CC5CCC34)OCC3=CC=CC=C3)(C2=NN1)C (2-Benzyloxy-6a-methyl-4b,5,6,6a,8,10,10a,10b,11,12-decahydro-7,8-diaza-pentaleno[2,1-a]phenanthrene-9-carboxylic acid ethyl ester). Reagents/catalysts: [Pd] (Palladium on charcoal). Run in C1CCOC1 (THF), C(C)O (ethanol). Reaction conditions: time 72 hour. Product: C(C)OC(=O)C1=C2CC3C(CCC4C=5C=CC(=CC5CCC34)O)(C2=NN1)C (2-Hydroxy-6a-methyl-4b,5, 6,6a,8,10,10a,10b,11,12-decahydro-7,8-diaza-pentaleno[2,1-a]phenanthrene-9-carboxylic acid ethyl ester). RXN SMILES: [CH2:1]([O:3][C:4]([C:6]1[NH:33][N:32]=[C:31]2[C:7]=1[CH2:8][CH:9]1[CH:22]3[CH:13]([C:14]4[CH:15]=[CH:16][C:17]([O:23]CC5C=CC=CC=5)=[CH:18][C:19]=4[CH2:20][CH2:21]3)[CH2:12][CH2:11][C:10]12[CH3:34])=[O:5])[CH3:2]>[Pd].C1COCC1.C(O)C>[CH2:1]([O:3][C:4]([C:6]1[NH:33][N:32]=[C:31]2[C:7]=1[CH2:8][CH:9]1[CH:22]3[CH:13]([C:14]4[CH:15]=[CH:16][C:17]([OH:23])=[CH:18][C:19]=4[CH2:20][CH2:21]3)[CH2:12][CH2:11][C:10]12[CH3:34])=[O:5])[CH3:2]. Procedure: Palladium on charcoal (100 mg, 5%Pd) was added to a solution of 2-Benzyloxy-6a-methyl-4b,5,6,6a,8,10,10a,10b,11,12-decahydro-7,8-diaza-pentaleno[2,1-a]phenanthrene-9-carboxylic acid ethyl ester (913 mg, 2.0 mmol, CAB03049) in THF (30 mL) and ethanol (30 mL). The resulting mixture was stirred under a hydrogen-atmosphere (balloon) for 72 hours, filtered through a 3 cm layer of celite and concentrated under reduced pressure. The residue was crystallised from acetone/cyclohexane. Yield: 602 mg (82%)...